The task is: describe an organic reaction: reactants, conditions, products, and yield. This data is from the Open Reaction Database (ORD), a public repository of structured organic reaction records. The reactants are [Li] (lithium), N (ammonia), [NH2-].[Li+] (lithium amide), COC(CCCCCC#C)OC (1,1-dimethoxy-oct-7-yne), COC(CCCCCI)OC (1,1-dimethoxy-6-iodohexane). Run in liquid, CS(=O)C (Dimethyl-sulfoxide). Product: COC(CCCCCC#CCCCCCC=O)OC (tetradec-7-yn-1,14-dial dimethylacetal). Isolated yield 84.5%. As a reaction SMILES: [NH2-].[Li+].[Li].N.[CH3:5][O:6][CH:7]([O:15][CH3:16])[CH2:8][CH2:9][CH2:10][CH2:11][CH2:12][C:13]#[CH:14].C[O:18][CH:19](OC)[CH2:20][CH2:21][CH2:22][CH2:23][CH2:24]I>CS(C)=O>[CH3:16][O:15][CH:7]([O:6][CH3:5])[CH2:8][CH2:9][CH2:10][CH2:11][CH2:12][C:13]#[C:14][CH2:24][CH2:23][CH2:22][CH2:21][CH2:20][CH:19]=[O:18] |f:0.1,^1:2|. Procedure: To a stirred suspension of lithium amide, prepared from 1.45 g (0.21 atom) of lithium in ca. 200 ml of liquid ammonia was added 30.6 g (0.18 Mole) of 1,1-dimethoxy-oct-7-yne over a period of 10 min. Dimethyl-sulfoxide (100 ml) was then added, followed by 62.5 g (0.23 Mole) of 1,1-dimethoxy-6-iodohexane within 10 min. Work-up as above gave an oil, from which low-boiling impurities were removed by heating at 100°/0.05 Torr. Crude tetradec-7-yn-1,14-dial dimethylacetal (40.8 g, 72% yield) was used ... The reactants are O1CCN(CC1)C1=NC=CC(=C1)C(=O)Cl (2-morpholinopyridine-4-carbonyl chloride), CN1CCN(CC1)CC=1C=C(C=CC1)NC(C1=C(C=CC(=C1)N)C)=O (N-[3-(4-methylpiperazin-1-ylmethyl)phenyl]-5-amino-2-methylbenzamide). Yields the product CN1CCN(CC1)CC=1C=C(C=CC1)NC(C1=C(C=CC(=C1)NC(=O)C1=CC(=NC=C1)N1CCOCC1)C)=O (N-[3-(4-methylpiperazin-1-ylmethyl)phenyl]-2-methyl-5-(2-morpholinopyrid-4-ylcarbonylamino)benzamide). Yield: 27.0%. Reaction SMILES: [O:1]1[CH2:6][CH2:5][N:4]([C:7]2[CH:12]=[C:11]([C:13](Cl)=[O:14])[CH:10]=[CH:9][N:8]=2)[CH2:3][CH2:2]1.[CH3:16][N:17]1[CH2:22][CH2:21][N:20]([CH2:23][C:24]2[CH:25]=[C:26]([NH:30][C:31](=[O:40])[C:32]3[CH:37]=[C:36]([NH2:38])[CH:35]=[CH:34][C:33]=3[CH3:39])[CH:27]=[CH:28][CH:29]=2)[CH2:19][CH2:18]1>>[CH3:16][N:17]1[CH2:22][CH2:21][N:20]([CH2:23][C:24]2[CH:25]=[C:26]([NH:30][C:31](=[O:40])[C:32]3[CH:37]=[C:36]([NH:38][C:13]([C:11]4[CH:10]=[CH:9][N:8]=[C:7]([N:4]5[CH2:5][CH2:6][O:1][CH2:2][CH2:3]5)[CH:12]=4)=[O:14])[CH:35]=[CH:34][C:33]=3[CH3:39])[CH:27]=[CH:28][CH:29]=2)[CH2:19][CH2:18]1. Procedure details: Using an analogous procedure to that described in Example 1, 2-morpholinopyridine-4-carbonyl chloride was reacted with N-[3-(4-methylpiperazin-1-ylmethyl)phenyl]-5-amino-2-methylbenzamide. The residue was purified by column chromatography on an ion exchange column (isolute SCX column from International Sorbent Technology Limited, Hengoed, Mid-Glamorgan, UK) using initially methanol and then a 99:1 mixture of methanol and a saturated aqueous ammonium hydroxide solution as eluent. There was thus o... Reactants: CNCC(O)c1ccc(OC)cc1, CCN(C(C)C)C(C)C, Cc1c(CCl)sc2c(=O)c(C(=O)NCc3ccc(Cl)cc3)cn(C)c12, CN(C)C=O, O. The product is COc1ccc(C(O)CN(C)Cc2sc3c(=O)c(C(=O)NCc4ccc(Cl)cc4)cn(C)c3c2C)cc1. RXN SMILES: [CH3:26][O:27][c:28]1[cH:29][cH:30][c:31]([CH:34]([CH2:35][NH:36][CH3:37])[OH:38])[cH:32][cH:33]1.[CH:39]([N:40]([CH:41]([CH3:42])[CH3:43])[CH2:44][CH3:45])([CH3:46])[CH3:47].[Cl:1][c:2]1[cH:3][cH:4][c:5]([CH2:6][NH:7][C:8](=[O:9])[c:10]2[c:11](=[O:23])[c:12]3[c:13]([n:14]([CH3:16])[cH:15]2)[c:17]([CH3:22])[c:18]([CH2:20][Cl:21])[s:19]3)[cH:24][cH:25]1.[O:48]=[CH:49][N:50]([CH3:51])[CH3:52].[OH2:53]>>[Cl:1][c:2]1[cH:3][cH:4][c:5]([CH2:6][NH:7][C:8](=[O:9])[c:10]2[c:11](=[O:23])[c:12]3[c:13]([n:14]([CH3:16])[cH:15]2)[c:17]([CH3:22])[c:18]([CH2:20][N:36]([CH2:35][CH:34]([c:31]2[cH:30][cH:29][c:28]([O:27][CH3:26])[cH:33][cH:32]2)[OH:38])[CH3:37])[s:19]3)[cH:24][cH:25]1. Reactants: C(C)OC(=O)C1=C(C2=C(S1)CCCC2)N (3-amino-4,5,6,7-tetrahydro-benzo[b]thiophene-2-carboxylic acid ethyl ester), C(=O)N (formamide), CC(C)(C)[O-].[K+] (KOtBu). Run in [NH4+].[Cl-] (NH4Cl). Conditions: temperature 110 celsius. Yields the product N1=CN=C(C2=C1C1=C(O2)CCCC1)O (6,7,8,9-Tetrahydro-benzo[4,5]furo[3,2-d]pyrimidin-4-ol). RXN SMILES: C([O:3][C:4]([C:6]1S[C:9]2[CH2:11][CH2:12][CH2:13][CH2:14][C:8]=2[C:7]=1[NH2:15])=O)C.[CH:16]([NH2:18])=O.CC([O-:23])(C)C.[K+]>[NH4+].[Cl-]>[N:15]1[C:7]2[C:8]3[CH2:14][CH2:13][CH2:12][CH2:11][C:9]=3[O:23][C:6]=2[C:4]([OH:3])=[N:18][CH:16]=1 |f:2.3,4.5|. Procedure details: A 15 mL flask was charged with 3-amino-4,5,6,7-tetrahydro-benzo[b]thiophene-2-carboxylic acid ethyl ester (synthesized by the route described in Example 5, Step A; 0.50 g, 2.4 mmol), formamide (4.8 mL), and KOtBu (95%; 0.56 g, 4.8 mmol) under N2. After heating at 110° C. for 12 h, the mixture was poured over cold satd. aq. NH4Cl (10 mL). Filtration afforded the desired product (0.31 g). MS: No signal. 1H NMR (400 MHz, d6-DMSO) δ ppm 8.00 (s, 1H), 2.74-2.69 (m, 2H), 2.56-2.51 (m, 2H), 1.92-1.81 (... Reactants: ClC1=NC2=CC=CC=C2C=C1C=O (2-chloro-3-quinolinecarboxaldehyde), Cl.NO (hydroxylamine hydrochloride). Run in P(=O)(Cl)(Cl)Cl (phosphoryl chloride). Yields the product ClC1=NC2=CC=CC=C2C=C1C#N (2-chloro-3-cyanoquinoline). The yield is 71.1%. RXN SMILES: [Cl:1][C:2]1[C:11]([CH:12]=O)=[CH:10][C:9]2[C:4](=[CH:5][CH:6]=[CH:7][CH:8]=2)[N:3]=1.Cl.[NH2:15]O>P(Cl)(Cl)(Cl)=O>[Cl:1][C:2]1[C:11]([C:12]#[N:15])=[CH:10][C:9]2[C:4](=[CH:5][CH:6]=[CH:7][CH:8]=2)[N:3]=1 |f:1.2|. Procedure: A mixture was prepared from 10 g of 2-chloro-3-quinolinecarboxaldehyde, 5.2 g of hydroxylamine hydrochloride and 100 ml of phosphoryl chloride and heated with a heat lamp. The mixture was heterogeneous until the temperature reached 90° C. and there was no noticeable exotherm or gas evolution. After heating at reflux for 30 minutes, the mixture was cooled for 16 hours. It was then quenched in 700 ml of water. The tan solid which formed was separated by filtration and dried to give 7 g of crude 2-... Product: CC(C=O)C1CCC2C3=CC=C4CC(OC(=O)N(C)C)CC(O[Si](C)(C)C(C)(C)C)C4(C)C3CCC21C. RXN SMILES: [CH3:1][C:2]1([CH3:3])[CH2:6][O:7][CH:5]([CH:8]([CH3:9])[CH:10]2[CH2:11][CH2:12][CH:13]3[C:14]4=[CH:15][CH:16]=[C:17]5[CH2:18][CH:19]([O:37][C:38]([N:39]([CH3:40])[CH3:41])=[O:42])[CH2:20][CH:21]([O:29][Si:30]([CH3:31])([CH3:32])[C:33]([CH3:34])([CH3:35])[CH3:36])[C:22]5([CH3:23])[CH:24]4[CH2:25][CH2:26][C:27]23[CH3:28])[O:4][CH2:43]1.[CH3:55][C:56](=[O:57])[CH3:58].[c:44]1([CH3:45])[cH:46][cH:47][c:48]([S:49]([OH:50])(=[O:51])=[O:52])[cH:53][cH:54]1>>[O:4]=[CH:5][CH:8]([CH3:9])[CH:10]1[CH2:11][CH2:12][CH:13]2[C:14]3=[CH:15][CH:16]=[C:17]4[CH2:18][CH:19]([O:37][C:38]([N:39]([CH3:40])[CH3:41])=[O:42])[CH2:20][CH:21]([O:29][Si:30]([CH3:31])([CH3:32])[C:33]([CH3:34])([CH3:35])[CH3:36])[C:22]4([CH3:23])[CH:24]3[CH2:25][CH2:26][C:27]12[CH3:28]. The reactants are CC(C1OCC(C)(C)CO1)C1CCC2C3=CC=C4CC(OC(=O)N(C)C)CC(O[Si](C)(C)C(C)(C)C)C4(C)C3CCC21C, CC(C)=O, Cc1ccc(S(=O)(=O)O)cc1.